From a dataset of the Open Reaction Database (ORD), a public repository of structured organic reaction records. describe an organic reaction: reactants, conditions, products, and yield The reactants are COC=1C=C(C=O)C=C(C1OCOCCOC)OC (3,5-dimethoxy-4-(β-methoxyethoxy)methoxybenzaldehyde), COCCC(=O)OC (methyl 3-methoxy-propionate), [H-].[Na+] (sodium hydride), [OH-].[K+] (potassium hydroxide). The solvent is O1CCCC1 (tetrahydrofuran), O1CCCC1 (tetrahydrofuran), O1CCCC1 (tetrahydrofuran), O1CCCC1 (tetrahydrofuran). Conditions: time 17 hour. The product is COCC(C(=O)O)=CC1=CC(=C(C(=C1)OC)OCOCCOC)OC (a-methoxymethyl-3,5-dimethoxy-4-(β-methoxyethoxy)methoxycinnamic acid). Yield: 637.7%. As a reaction SMILES: [CH3:1][O:2][CH2:3][CH2:4][C:5]([O:7]C)=[O:6].[H-].[Na+].[CH3:11][O:12][C:13]1[CH:14]=[C:15]([CH:18]=[C:19]([O:28][CH3:29])[C:20]=1[O:21][CH2:22][O:23][CH2:24][CH2:25][O:26][CH3:27])[CH:16]=O.[OH-].[K+]>O1CCCC1>[CH3:1][O:2][CH2:3][C:4](=[CH:16][C:15]1[CH:14]=[C:13]([O:12][CH3:11])[C:20]([O:21][CH2:22][O:23][CH2:24][CH2:25][O:26][CH3:27])=[C:19]([O:28][CH3:29])[CH:18]=1)[C:5]([OH:7])=[O:6] |f:1.2,4.5|. Procedure: A solution of 2.6 g (22.0 mmol) of methyl 3-methoxy-propionate in 5 ml of tetrahydrofuran was added to a solution of 666 mg of sodium hydride in 15 ml of tetrahydrofuran solution with ice cooling, subsequently to the resulting solution was added a solution of 3 g (1.1 mmol) of 3,5-dimethoxy-4-(β-methoxyethoxy)methoxybenzaldehyde in 10 ml of tetrahydrofuran. The mixture was stirred at room temperature for 17 hours. The mixture was extracted with 60 ml of ethyl acetate after adding ice to the solu... Run in C(C)O (ethanol). Yield: 76.2%. The product is C(C1=CC=CC=C1)OC1=CC=C(C=C1)C1(CC2=C(C(=C(C(=C2C1)OC)OC)OC)OC)C(=O)O (2-(4-Benzyloxyphenyl)-4,5,6,7-tetramethoxy-2-indancarboxylic acid). The reactants are [OH-].[Na+] (sodium hydroxide), C(C1=CC=CC=C1)OC1=CC=C(C=C1)C1(CC2=C(C(=C(C(=C2C1)OC)OC)OC)OC)C(=O)OCC (ethyl 2-(4-benzyloxyphenyl)-4,5,6,7-tetramethoxy-2-indancarboxylate). Reported procedure: An aqueous sodium hydroxide solution (3 N, 0.204 ml, 0.612 mmols) was added to an ethanol (4 ml) solution of ethyl 2-(4-benzyloxyphenyl)-4,5,6,7-tetramethoxy-2-indancarboxylate (150 mg, 0.305 mmols), and heated under reflux for 6 hours. The reaction mixture was concentrated in vacuo, and was made acidic by adding 1 N hydrochloric acid and then extracted with ethyl acetate. The organic layer was washed with a saturated aqueous sodium chloride solution, and then dried. The solvent was evaporated o... Reaction SMILES: [OH-].[Na+].[CH2:3]([O:10][C:11]1[CH:16]=[CH:15][C:14]([C:17]2([C:34]([O:36]CC)=[O:35])[CH2:25][C:24]3[C:19](=[C:20]([O:32][CH3:33])[C:21]([O:30][CH3:31])=[C:22]([O:28][CH3:29])[C:23]=3[O:26][CH3:27])[CH2:18]2)=[CH:13][CH:12]=1)[C:4]1[CH:9]=[CH:8][CH:7]=[CH:6][CH:5]=1>C(O)C>[CH2:3]([O:10][C:11]1[CH:12]=[CH:13][C:14]([C:17]2([C:34]([OH:36])=[O:35])[CH2:25][C:24]3[C:19](=[C:20]([O:32][CH3:33])[C:21]([O:30][CH3:31])=[C:22]([O:28][CH3:29])[C:23]=3[O:26][CH3:27])[CH2:18]2)=[CH:15][CH:16]=1)[C:4]1[CH:5]=[CH:6][CH:7]=[CH:8][CH:9]=1 |f:0.1|. Reactants: C[Si](CCOCN(C1=CC(=NC=2N1N=CC2)C2CCC(CC2)=O)COCC[Si](C)(C)C)(C)C (4-(7-(bis((2-(trimethylsilyl)ethoxy)methyl)amino)pyrazolo[1,5-a]pyrimidin-5-yl)cyclohexanone), NC1=CC(=NC=2N1N=CC2)C2CCN(CC2)C(=O)OC(C)(C)C (tert-butyl 4-(7-aminopyrazolo[1,5-a]pyrimidin-5-yl)piperidine-1-carboxylate), NC1=CC(=NC=2N1N=CC2)C2CCC(CC2)=O (4-(7-aminopyrazolo[1,5-a]pyrimidin-5-yl)cyclohexanone). Product: C[Si](CCOCN(C1=CC(=NC=2N1N=CC2)C2CCN(CC2)C(=O)OC(C)(C)C)COCC[Si](C)(C)C)(C)C (tert-Butyl 4-(7-(bis((2-(trimethylsilyl)ethoxy)methyl)amino)pyrazolo[1,5-a]pyrimidin-5-yl)piperidine-1-carboxylate). Reaction SMILES: [CH3:1][Si:2]([CH3:33])([CH3:32])[CH2:3][CH2:4][O:5][CH2:6][N:7]([CH2:24][O:25][CH2:26][CH2:27][Si:28]([CH3:31])([CH3:30])[CH3:29])[C:8]1[N:13]2[N:14]=[CH:15][CH:16]=[C:12]2[N:11]=[C:10]([CH:17]2[CH2:22]CC(=O)C[CH2:18]2)[CH:9]=1.NC1N2N=CC=C2N=C(C2C[CH2:48][N:47]([C:50]([O:52][C:53]([CH3:56])([CH3:55])[CH3:54])=[O:51])[CH2:46]C2)C=1.NC1N2N=CC=C2N=C(C2CCC(=O)CC2)C=1>>[CH3:31][Si:28]([CH3:30])([CH3:29])[CH2:27][CH2:26][O:25][CH2:24][N:7]([CH2:6][O:5][CH2:4][CH2:3][Si:2]([CH3:32])([CH3:33])[CH3:1])[C:8]1[N:13]2[N:14]=[CH:15][CH:16]=[C:12]2[N:11]=[C:10]([CH:17]2[CH2:22][CH2:48][N:47]([C:50]([O:52][C:53]([CH3:56])([CH3:55])[CH3:54])=[O:51])[CH2:46][CH2:18]2)[CH:9]=1. Reported procedure: tert-Butyl 4-(7-(bis((2-(trimethylsilyl)ethoxy)methyl)amino)pyrazolo[1,5-a]pyrimidin-5-yl)piperidine-1-carboxylate was synthesized in a manner similar to the synthesis of 4-(7-(bis((2-(trimethylsilyl)ethoxy)methyl)amino)pyrazolo[1,5-a]pyrimidin-5-yl)cyclohexanone, but with tert-butyl 4-(7-aminopyrazolo[1,5-a]pyrimidin-5-yl)piperidine-1-carboxylate substituted for 4-(7-aminopyrazolo[1,5-a]pyrimidin-5-yl)cyclohexanone. Reactants: O=C1CCCO1, C1CCOC1, [H-], [Na+], [Na+], [OH-], O, Sc1ccccc1. Yields the product O=C(O)CCCSc1ccccc1. As a reaction SMILES: [C:10]1(=[O:15])[CH2:11][CH2:12][CH2:13][O:14]1.[CH2:18]1[O:19][CH2:20][CH2:21][CH2:22]1.[H-:1].[Na+:17].[Na+:2].[OH-:16].[OH2:23].[SH:3][c:4]1[cH:5][cH:6][cH:7][cH:8][cH:9]1>>[S:3]([c:4]1[cH:5][cH:6][cH:7][cH:8][cH:9]1)[CH2:13][CH2:12][CH2:11][C:10](=[O:14])[OH:15]. As a reaction SMILES: [F:1][CH:2]([F:14])[C:3]1[N:7](C)[N:6]=[CH:5][C:4]=1[C:9]([O:11][CH2:12][CH3:13])=[O:10].P([O-])(OC)O[CH3:17].CS(O)(=O)=O>>[F:1][CH:2]([F:14])[C:3]1[C:4]([C:9]([O:11][CH2:12][CH3:13])=[O:10])=[CH:5][N:6]([CH3:17])[N:7]=1. Yield: 69.1%. Reactants: FC(C1=C(C=NN1C)C(=O)OCC)F (ethyl 5-(difluoromethyl)-1-methyl-1H-pyrazole-4-carboxylate), P(OC)(OC)[O-] (dimethyl phosphite), CS(=O)(=O)O (methane sulfonic acid). Conditions: temperature 170 celsius, time 7 hour. The product is FC(C1=NN(C=C1C(=O)OCC)C)F (Ethyl 3-(difluoromethyl)-1-methyl-1H-pyrazole-4-carboxylate). Procedure: To 20.4 g of ethyl 5-(difluoromethyl)-1-methyl-1H-pyrazole-4-carboxylate (iso-DFPE) was added 11.3 g of dimethyl phosphite and 0.82 g of methane sulfonic acid. The mixture was heated to 170° C. and stirred for 7 hours. The solution was cooled and distilled to recover recycled trimethyl phosphate and 0.9 g of starting ethyl 5-(difluoromethyl)-1-methyl-1H-pyrazole-4-carboxylate (iso-DFPE). The remaining solution was added to 50 g of cold water. The solution was allowed to stir for 30 min. The prec... The reactants are C(C)OC(=O)C=1SC(=C(N1)C)Br (5-bromo-4-methyl-thiazole-2-carboxylic acid ethyl ester), C1(=CC=CC2=CC=CC=C12)B(O)O (1-naphthaleneboronic acid), C([O-])([O-])=O.[Cs+].[Cs+] (cesium carbonate). The reagents and catalysts are C=1C=CC(=CC1)[P](C=2C=CC=CC2)(C=3C=CC=CC3)[Pd]([P](C=4C=CC=CC4)(C=5C=CC=CC5)C=6C=CC=CC6)([P](C=7C=CC=CC7)(C=8C=CC=CC8)C=9C=CC=CC9)[P](C=1C=CC=CC1)(C=1C=CC=CC1)C=1C=CC=CC1 (Pd(PPh3)4). Run in O1CCOCC1 (1,4-dioxane). Run at temperature 110 celsius, time 8 hour. The product is C(C)OC(=O)C=1SC(=C(N1)C)C1=CC=CC2=CC=CC=C12 (4-methyl-5-naphthalen-1-yl-thiazole-2-carboxylic acid ethyl ester). As a reaction SMILES: [CH2:1]([O:3][C:4]([C:6]1[S:7][C:8](Br)=[C:9]([CH3:11])[N:10]=1)=[O:5])[CH3:2].[C:13]1(B(O)O)[C:22]2[C:17](=[CH:18][CH:19]=[CH:20][CH:21]=2)[CH:16]=[CH:15][CH:14]=1.C(=O)([O-])[O-].[Cs+].[Cs+]>O1CCOCC1.C1C=CC([P]([Pd]([P](C2C=CC=CC=2)(C2C=CC=CC=2)C2C=CC=CC=2)([P](C2C=CC=CC=2)(C2C=CC=CC=2)C2C=CC=CC=2)[P](C2C=CC=CC=2)(C2C=CC=CC=2)C2C=CC=CC=2)(C2C=CC=CC=2)C2C=CC=CC=2)=CC=1>[CH2:1]([O:3][C:4]([C:6]1[S:7][C:8]([C:21]2[C:22]3[C:17](=[CH:16][CH:15]=[CH:14][CH:13]=3)[CH:18]=[CH:19][CH:20]=2)=[C:9]([CH3:11])[N:10]=1)=[O:5])[CH3:2] |f:2.3.4,^1:41,43,62,81|. Procedure details: To a solution of 5-bromo-4-methyl-thiazole-2-carboxylic acid ethyl ester (60 mg, 0.24 mmol) in 1,4-dioxane (2 ml) is added 1-naphthaleneboronic acid (50 mg, 0.29 mmol), cesium carbonate (187 mg, 0.58 mmol) and Pd(PPh3)4 (28 mg, 0.024 mmol). The reaction mixture is stirred in a sealed tube at 110° C. overnight. After cooling to rt, the mixture is purified by PTLC to give the title compound. Starting materials: COC=1C=C(C=C(C1OC)OC)/C=C/C(C)=O ((E)-4-(3,4,5-trimethoxyphenyl)but-3-en-2-one), O.C(C=O)(=O)O (glyoxylic acid monohydrate). Solvent: C(C)(=O)O (acetic acid), O (water). The product is O=C(/C=C/C(=O)O)\C=C\C1=CC(=C(C(=C1)OC)OC)OC ((E,E)-4-oxo-6-(3,4,5-trimethoxyphenyl)-2,5-hexadienoic acid). Reaction SMILES: [CH3:1][O:2][C:3]1[CH:4]=[C:5](/[CH:13]=[CH:14]/[C:15](=[O:17])[CH3:16])[CH:6]=[C:7]([O:11][CH3:12])[C:8]=1[O:9][CH3:10].O.[C:19]([OH:23])(=[O:22])[CH:20]=O>C(O)(=O)C.O>[O:17]=[C:15](/[CH:14]=[CH:13]/[C:5]1[CH:6]=[C:7]([O:11][CH3:12])[C:8]([O:9][CH3:10])=[C:3]([O:2][CH3:1])[CH:4]=1)/[CH:16]=[CH:20]/[C:19]([OH:23])=[O:22] |f:1.2|. Procedure details: A solution of 5 g (21 mmol) of (E)-4-(3,4,5-trimethoxyphenyl)but-3-en-2-one and 2 g (21.7 mmol) of glyoxylic acid monohydrate in 5.2 ml of acetic acid was heated at reflux for 20 hours. The reaction mixture was diluted with water and extracted with ethyl acetate. The organic phase was extracted twice with 3N sodium hydroxide solution. The combined aqueous phases were treated with 3N hydrochloric acid to produce a strongly acidic reaction and extracted twice with ethyl acetate. The combined organ...